This data is from the Open Reaction Database (ORD), a public repository of structured organic reaction records. The task is: describe an organic reaction: reactants, conditions, products, and yield The reactants are O=C([O-])[O-], COc1cc2c(Cl)ncnc2cc1OCCCS(C)(=O)=O, [K+], [K+], CN(C)C=O, O, Oc1ccc2cc[nH]c2c1. Product: COc1cc2c(Oc3ccc4cc[nH]c4c3)ncnc2cc1OCCCS(C)(=O)=O. RXN SMILES: [C:32](=[O:33])([O-:34])[O-:35].[Cl:1][c:2]1[n:3][cH:4][n:5][c:6]2[cH:7][c:8]([O:14][CH2:15][CH2:16][CH2:17][S:18](=[O:19])(=[O:20])[CH3:21])[c:9]([O:12][CH3:13])[cH:10][c:11]12.[K+:36].[K+:37].[O:39]=[CH:40][N:41]([CH3:42])[CH3:43].[OH2:38].[OH:22][c:23]1[cH:24][cH:25][c:26]2[cH:27][cH:28][nH:29][c:30]2[cH:31]1>>[c:2]1([O:22][c:23]2[cH:24][cH:25][c:26]3[cH:27][cH:28][nH:29][c:30]3[cH:31]2)[n:3][cH:4][n:5][c:6]2[cH:7][c:8]([O:14][CH2:15][CH2:16][CH2:17][S:18](=[O:19])(=[O:20])[CH3:21])[c:9]([O:12][CH3:13])[cH:10][c:11]12. The product is CC(C=O)c1cc([N+](=O)[O-])ccc1F. The reactants are CCOCC, CC1(c2cc([N+](=O)[O-])ccc2F)CO1. As a reaction SMILES: [CH2:15]([O:16][CH2:17][CH3:18])[CH3:19].[F:1][c:2]1[c:3]([C:11]2([CH3:14])[O:12][CH2:13]2)[cH:4][c:5]([N+:8](=[O:9])[O-:10])[cH:6][cH:7]1>>[F:1][c:2]1[c:3]([CH:11]([CH:13]=[O:12])[CH3:14])[cH:4][c:5]([N+:8](=[O:9])[O-:10])[cH:6][cH:7]1. The reactants are N([C@H](CC1=CC=CN=C1)C(=O)O)C(=O)OC(C)(C)C (Boc-D-Pal), C(C1=CC=CC=C1)Br (Benzyl bromide). Run in C(C)#N (acetonitrile). Conditions: temperature 50 celsius, time 16 hour. Product: N([C@H](CC=1C=CCN(C1)CC1=CC=CC=C1)C(=O)O)C(=O)OC(C)(C)C.Br (Boc-D-Pal(Bzl) hydrobromide). The yield is 85.0%. Reaction SMILES: [NH:1]([C:13]([O:15][C:16]([CH3:19])([CH3:18])[CH3:17])=[O:14])[C@@H:2]([C:10]([OH:12])=[O:11])[CH2:3][C:4]1[CH:9]=[N:8][CH:7]=[CH:6][CH:5]=1.[CH2:20]([Br:27])[C:21]1[CH:26]=[CH:25][CH:24]=[CH:23][CH:22]=1>C(#N)C>[NH:1]([C:13]([O:15][C:16]([CH3:19])([CH3:18])[CH3:17])=[O:14])[C@@H:2]([C:10]([OH:12])=[O:11])[CH2:3][C:4]1[CH:5]=[CH:6][CH2:7][N:8]([CH2:20][C:21]2[CH:26]=[CH:25][CH:24]=[CH:23][CH:22]=2)[CH:9]=1.[BrH:27] |f:3.4|. Procedure details: Boc-D-Pal (1.36 g, 6.0 mmol) was suspended in 60 ml of acetonitrile. Benzyl bromide (about 50 mmol) was added and the mixture was warmed to 50° C. on a water bath. A cleasr solution resulted, and was stirred at room temperature for 16 hours. A white precipitate formed; TLC after 17 hours showed some starting remaining starting material; stirring continued for a total of 5 days, when the reaction was complete. The solvent was evaporated under reduced pressure, and the residue recrystallized from ... Starting materials: CC1=C(N)C(=CC=C1C)[N+](=O)[O-] (2,3-Dimethyl-6-nitroaniline), C(C)(=O)OC(C)=O (acetic anhydride), C(C)(=O)O (acetic acid). Yields the product C(C)(=O)NC1=C2C(C(=O)OC2=O)=CC=C1[N+](=O)[O-] (3-acetamido-4-nitrophthalic anhydride). Reaction SMILES: CC1C(C)=[CH:7][CH:6]=[C:5]([N+:10]([O-:12])=[O:11])[C:3]=1[NH2:4].[C:13]([O:16][C:17](=[O:19])[CH3:18])(=[O:15])[CH3:14].[C:20](O)(=[O:22])[CH3:21]>>[C:20]([NH:4][C:3]1[C:5]([N+:10]([O-:12])=[O:11])=[CH:6][CH:7]=[C:14]2[C:13]([O:16][C:17](=[O:19])[C:18]=12)=[O:15])(=[O:22])[CH3:21]. Procedure: 2,3-Dimethyl-6-nitroaniline was acetylated in acetic acid by using 1 equivalence of acetic anhydride, and the product was recrystallized from ethanol. The resulting 3-acetamido-4-nitroxylene was dissolved in boiled water containing magnesium sulfate. To the solution, 6 equivalences of potassium permanganate suspended in water was added in several portions, and the solution was refluxed until purple color disappeared. The hot reaction mixture was filtered and cooled, and then the filtrate was mad...